From a dataset of the Open Reaction Database (ORD), a public repository of structured organic reaction records. describe an organic reaction: reactants, conditions, products, and yield The reactants are C1(CC1)C(C)(C1=CC2=C(OCCO2)C=C1)C1=CNC2=C(C=CC=C12)CSC (3-[1-Cyclopropyl-1-(2,3-dihydro-1,4-benzodioxin-6-yl)ethyl]-7-[(methylsulfanyl)methyl]-1H-indole), ClC1=CC=C(C=C1)C(C)(C1CC1)C1=CNC2=C(C=CC=C12)CS(=O)(=O)C (3-[1-(4-Chlorophenyl)-1-cyclopropylethyl]-7-[(methylsulfonyl)methyl]-1H-indole). Product: C1(CC1)C(C)(C1=CC2=C(OCCO2)C=C1)C1=CNC2=C(C=CC=C12)CS(=O)(=O)C (3-[1-Cyclopropyl-1-(2,3-dihydro-1,4-benzodioxin-6-yl)ethyl]-7-[(methylsulfonyl)methyl]-1H-indole). RXN SMILES: C1(C(C2C3C(=C(CSC)C=CC=3)NC=2)(C2C=C[C:9]3[O:10]CC[O:13][C:8]=3C=2)C)CC1.Cl[C:29]1[CH:34]=[CH:33][C:32]([C:35]([C:40]2[C:48]3[C:43](=[C:44]([CH2:49][S:50]([CH3:53])(=[O:52])=[O:51])[CH:45]=[CH:46][CH:47]=3)[NH:42][CH:41]=2)([CH:37]2[CH2:39][CH2:38]2)[CH3:36])=[CH:31][CH:30]=1>>[CH:37]1([C:35]([C:40]2[C:48]3[C:43](=[C:44]([CH2:49][S:50]([CH3:53])(=[O:52])=[O:51])[CH:45]=[CH:46][CH:47]=3)[NH:42][CH:41]=2)([C:32]2[CH:33]=[CH:34][C:29]3[O:10][CH2:9][CH2:8][O:13][C:30]=3[CH:31]=2)[CH3:36])[CH2:39][CH2:38]1. Procedure: The title compound was prepared starting from 94 mg (0.25 mmol) of the compound from Example 188 in analogy to the synthesis of the compound from Example 209. 56 mg (55% of theory) of the target compound were obtained. Reactants: C(=O)C=O (glyoxal), C1(CC1)N (cyclopropylamine), C(C)(=O)[O-].[NH4+] (ammonium acetate), FC(C=1C=C(C=O)C=CC1)(F)F (3-(trifluoromethyl)benzaldehyde). Run in CO (MeOH). Reaction conditions: temperature 0 celsius. Product: C1(CC1)N1C(=NC=C1)C1=CC(=CC=C1)C(F)(F)F (1-Cyclopropyl-2-(3-trifluoromethyl-phenyl)-1H-imidazole). Yield: 20.5%. Reaction SMILES: [CH:1]1([NH2:4])[CH2:3][CH2:2]1.[C:5]([O-])(=O)[CH3:6].[NH4+:9].[F:10][C:11]([F:21])([F:20])[C:12]1[CH:13]=[C:14]([CH:17]=[CH:18][CH:19]=1)[CH:15]=O.C(C=O)=O>CO>[CH:1]1([N:4]2[CH:6]=[CH:5][N:9]=[C:15]2[C:14]2[CH:17]=[CH:18][CH:19]=[C:12]([C:11]([F:21])([F:20])[F:10])[CH:13]=2)[CH2:3][CH2:2]1 |f:1.2|. Procedure details: 8.17 ml=6.62 g (113.6 mmol) of cyclopropylamine and 8.90 g (113.6 mmol) of ammonium acetate were added to a solution of 6.80 g (37.9 mmol) of 3-(trifluoromethyl)benzaldehyde in 60 ml of MeOH and the reaction mixture was cooled down to 0° C. While stirring, 9.59 ml=16.49 g (113.6 mmol) of glyoxal solution (40% in water) was added and then the reaction was warmed up to 50° C. After cooling down to RT, the solvents were evaporated and the residue dissolved in water and Et2O. The reaction mixture wa... Starting materials: FC(C(=O)O)(F)F.N1CC(CC1)S(=O)(=O)C1=CC=C(C=C1)O ((RS)-4-(pyrrolidine-3-sulfonyl)-phenol trifluoroacetic acid), C(C)(C)(C)OC(=O)N1CCC(CC1)=O (4-oxo-piperidine-1-carboxylic acid tert-butyl ester). Yields the product C(C)(C)(C)OC(=O)N1CCC(CC1)N1CC(CC1)S(=O)(=O)C1=CC=C(C=C1)O ((RS)-4-[3-(4-Hydroxy-benzenesulfonyl)-pyrrolidin-1-yl]-piperidine-1-carboxylic acid tert-butyl ester). Reaction SMILES: FC(F)(F)C(O)=O.[NH:8]1[CH2:12][CH2:11][CH:10]([S:13]([C:16]2[CH:21]=[CH:20][C:19]([OH:22])=[CH:18][CH:17]=2)(=[O:15])=[O:14])[CH2:9]1.[C:23]([O:27][C:28]([N:30]1[CH2:35][CH2:34][C:33](=O)[CH2:32][CH2:31]1)=[O:29])([CH3:26])([CH3:25])[CH3:24]>>[C:23]([O:27][C:28]([N:30]1[CH2:35][CH2:34][CH:33]([N:8]2[CH2:12][CH2:11][CH:10]([S:13]([C:16]3[CH:21]=[CH:20][C:19]([OH:22])=[CH:18][CH:17]=3)(=[O:15])=[O:14])[CH2:9]2)[CH2:32][CH2:31]1)=[O:29])([CH3:26])([CH3:24])[CH3:25] |f:0.1|. Procedure: The title compound, MS: m/e=411.3 (M+H+) was prepared from (RS)-4-(pyrrolidine-3-sulfonyl)-phenol trifluoroacetic acid and 4-oxo-piperidine-1-carboxylic acid tert-butyl ester following the procedure described for example 1. Reaction conditions: temperature 0 celsius, time 20 minute. Yields the product CNC(C1=C(C=CC=C1)OC1=CC=CC=C1)=O (N-methyl-2-phenoxybenzamide). Procedure details: At 0° C., 1-(3-dimethylaminopropyl)-3-ethylcarbodiimide (22.4 g, 0.117 mol) was added to a solution of 2-phenoxybenzoic acid (25.0 g, 0.117 mol) and 1-hydroxybenzotrizole (15.8 g, 0.117 mmol) in DCM (80 ml) and N,N-dimethylformamide (160 ml). The reaction mixture was stirred for 20 min at 0° C. A 8.0 M solution of methylamine in ethanol (290 ml, 2.33 mol) was added. The reaction mixture was stirred for 16 hours at room temperature. It was diluted with ethyl acetate (200 ml) and washed with a 10%... RXN SMILES: [CH3:1][N:2](C)CCCN=C=NCC.[O:12]([C:19]1[CH:27]=[CH:26][CH:25]=[CH:24][C:20]=1[C:21](O)=[O:22])[C:13]1[CH:18]=[CH:17][CH:16]=[CH:15][CH:14]=1.CN.C(O)C>C(Cl)Cl.CN(C)C=O.C(OCC)(=O)C>[CH3:1][NH:2][C:21](=[O:22])[C:20]1[CH:24]=[CH:25][CH:26]=[CH:27][C:19]=1[O:12][C:13]1[CH:18]=[CH:17][CH:16]=[CH:15][CH:14]=1. The yield is 83.5%. Starting materials: CN(CCCN=C=NCC)C (1-(3-dimethylaminopropyl)-3-ethylcarbodiimide), O(C1=CC=CC=C1)C1=C(C(=O)O)C=CC=C1 (2-phenoxybenzoic acid), solution, CN (methylamine), C(C)O (ethanol). Run in C(C)(=O)OCC (ethyl acetate), CN(C=O)C (N,N-dimethylformamide), C(Cl)Cl (DCM). The reactants are CCc1sc(C(C)=O)cc1-c1ccc(C)cc1, Cc1cc(C=O)cc(C)c1O, CCO, CC(C)O, Cl, O. Yields the product CCc1sc(C(=O)CCc2cc(C)c(O)c(C)c2)cc1-c1ccc(C)cc1. RXN SMILES: [CH2:1]([CH3:2])[c:3]1[c:4](-[c:11]2[cH:12][cH:13][c:14]([CH3:17])[cH:15][cH:16]2)[cH:5][c:6]([C:8]([CH3:9])=[O:10])[s:7]1.[CH3:18][c:19]1[cH:20][c:21]([CH:22]=[O:23])[cH:24][c:25]([CH3:28])[c:26]1[OH:27].[CH3:29][CH2:30][OH:31].[CH:33]([OH:34])([CH3:35])[CH3:36].[ClH:32].[OH2:37]>>[CH2:1]([CH3:2])[c:3]1[c:4](-[c:11]2[cH:12][cH:13][c:14]([CH3:17])[cH:15][cH:16]2)[cH:5][c:6]([C:8]([CH2:9][CH2:22][c:21]2[cH:20][c:19]([CH3:18])[c:26]([OH:27])[c:25]([CH3:28])[cH:24]2)=[O:10])[s:7]1.